This data is from the Open Reaction Database (ORD), a public repository of structured organic reaction records. The task is: describe an organic reaction: reactants, conditions, products, and yield Reactants: BrC=1C=CC(=C(C1)C1C(C2CCC(C1=O)C2)=O)CC (3-(5-bromo-2-ethylphenyl)bicyclo[3.2.1]octane-2,4-dione), ClC1=C(C=CC(=C1)Cl)B(O)O (2,4-dichlorophenyl boronic acid), [F-].[Cs+] (cesium fluoride). The reagents and catalysts are C1=CC=C(C=C1)P([C-]2C=CC=C2)C3=CC=CC=C3.C1=CC=C(C=C1)P([C-]2C=CC=C2)C3=CC=CC=C3.Cl[Pd]Cl.[Fe+2] ([1,1′-bis(diphenylphosphino)ferrocene]dichloropalladium(II)). Solvent: C(OC)COC (dimethoxyethane). Conditions: time 5 minute. Product: ClC1=C(C=2C=CC(=C(C2)C2C(C3CCC(C2=O)C3)=O)CC)C=CC(=C1)Cl (3-(2′,4′-dichloro-4-ethylbiphen-3-yl)bicyclo[3.2.1]octane-2,4-dione). As a reaction SMILES: Br[C:2]1[CH:3]=[CH:4][C:5]([CH2:18][CH3:19])=[C:6]([CH:8]2[C:14](=[O:15])[CH:13]3[CH2:16][CH:10]([CH2:11][CH2:12]3)[C:9]2=[O:17])[CH:7]=1.[Cl:20][C:21]1[CH:26]=[C:25]([Cl:27])[CH:24]=[CH:23][C:22]=1B(O)O.[F-].[Cs+]>C1C=CC(P(C2C=CC=CC=2)[C-]2C=CC=C2)=CC=1.C1C=CC(P(C2C=CC=CC=2)[C-]2C=CC=C2)=CC=1.Cl[Pd]Cl.[Fe+2].C(COC)OC>[Cl:20][C:21]1[CH:26]=[C:25]([Cl:27])[CH:24]=[CH:23][C:22]=1[C:2]1[CH:3]=[CH:4][C:5]([CH2:18][CH3:19])=[C:6]([CH:8]2[C:14](=[O:15])[CH:13]3[CH2:16][CH:10]([CH2:11][CH2:12]3)[C:9]2=[O:17])[CH:7]=1 |f:2.3,4.5.6.7|. Procedure details: To a microwave vial is added 3-(5-bromo-2-ethylphenyl)bicyclo[3.2.1]octane-2,4-dione (0.200 g, 0.623 mmol), 2,4-dichlorophenyl boronic acid (0.167 g, 0.87 mmol), [1,1′-bis(diphenylphosphino)ferrocene]dichloropalladium(II) (0.040 g, 0.05 mmol) and cesium fluoride (0.284 g, 1.87 mmol). Degassed dimethoxyethane is next added (washing down any solids from the slides of the vial), followed by purging with nitrogen then stirring at room temperature for 5 minutes. The mixture is heated at 160° C. under... Reactants: S(=O)(=O)(OC)OC (Dimethyl sulphate), OC1=C2C(=NC=C1C(=O)OCC)C=CS2 (ethyl 7-hydroxythieno[3,2-b]-pyridine-6-carboxylate), [OH-].[K+] (potassium hydroxide). Run in O (water), O (water). Run at time 24 hour. The product is CN1C2=C(C(C(=C1)C(=O)OCC)=O)SC=C2 (ethyl 4-methyl-7-oxo-4,7-dihydrothieno[3,2-b]pyridine-6-carboxylate). RXN SMILES: S(OC)(O[CH3:5])(=O)=O.[OH:8][C:9]1[C:14]([C:15]([O:17][CH2:18][CH3:19])=[O:16])=[CH:13][N:12]=[C:11]2[CH:20]=[CH:21][S:22][C:10]=12.[OH-].[K+]>O>[CH3:5][N:12]1[CH:13]=[C:14]([C:15]([O:17][CH2:18][CH3:19])=[O:16])[C:9](=[O:8])[C:10]2[S:22][CH:21]=[CH:20][C:11]1=2 |f:2.3|. Reported procedure: Dimethyl sulphate (3.9 ml) can be added to a stirred solution of ethyl 7-hydroxythieno[3,2-b]-pyridine-6-carboxylate (4.63 g) and potassium hydroxide (3.5 g) in water (50 ml) at 0° C.-5° C. More water (20 ml) can be added and the mixture can be stirred at ambient temperature for 24 hours. The solid product can be collected by filtration, washed with water and dried to give the compound ethyl 4-methyl-7-oxo-4,7-dihydrothieno[3,2-b]pyridine-6-carboxylate, m.p. 122° C.-128° C. Starting materials: O=C1OCCC1Br, O=C([O-])[O-], COC(=O)c1cccc(C(C)=O)c1O, CC(C)=O, [K+], [K+]. Yields the product COC(=O)c1cccc(C(C)=O)c1OC1CCOC1=O. Reaction SMILES: [Br:21][CH:22]1[C:23](=[O:24])[O:25][CH2:26][CH2:27]1.[C:15](=[O:16])([O-:17])[O-:18].[C:1]([CH3:2])(=[O:3])[c:4]1[c:5]([OH:14])[c:6]([C:7](=[O:8])[O:9][CH3:10])[cH:11][cH:12][cH:13]1.[CH3:28][C:29](=[O:30])[CH3:31].[K+:19].[K+:20]>>[C:1]([CH3:2])(=[O:3])[c:4]1[c:5]([O:14][CH:22]2[C:23](=[O:24])[O:25][CH2:26][CH2:27]2)[c:6]([C:7](=[O:8])[O:9][CH3:10])[cH:11][cH:12][cH:13]1. Starting materials: [BH3-]C#N, CCOC(CN)OCC, CC(=O)O, CO, [Na+], O=Cc1cccc2scnc12. Product: CCOC(CNCc1cccc2scnc12)OCC. RXN SMILES: [C:25]([BH3-:26])#[N:27].[CH2:12]([CH3:13])[O:14][CH:15]([CH2:16][NH2:17])[O:18][CH2:19][CH3:20].[CH3:21][C:22](=[O:23])[OH:24].[CH3:29][OH:30].[Na+:28].[s:1]1[cH:2][n:3][c:4]2[c:5]1[cH:6][cH:7][cH:8][c:9]2[CH:10]=[O:11]>>[s:1]1[cH:2][n:3][c:4]2[c:5]1[cH:6][cH:7][cH:8][c:9]2[CH2:10][NH:17][CH2:16][CH:15]([O:14][CH2:12][CH3:13])[O:18][CH2:19][CH3:20]. The reactants are NC=1C(=CSC1)C(=O)OC (methyl 4-aminothiophene-3-carboxylate), N(=O)[O-].[Na+] (sodium nitrite), CNC (dimethylamine). Product: CN(C)N=NC=1C(=CSC1)C(=O)OC (methyl 4-[(dimethylamino)diazenyl]thiophene-3-carboxylate). As a reaction SMILES: [NH2:1][C:2]1[C:3]([C:7]([O:9][CH3:10])=[O:8])=[CH:4][S:5][CH:6]=1.[N:11]([O-])=O.[Na+].[CH3:15][NH:16][CH3:17]>>[CH3:15][N:16]([N:11]=[N:1][C:2]1[C:3]([C:7]([O:9][CH3:10])=[O:8])=[CH:4][S:5][CH:6]=1)[CH3:17] |f:1.2|. Procedure details: Diazotization of methyl 4-aminothiophene-3-carboxylate with sodium nitrite followed by treatment with dimethylamine provides methyl 4-[(dimethylamino)diazenyl]thiophene-3-carboxylate. Treatment of the ester with ammonia gave the required 4-[dimethylamino)diazenyl]thiophene-3-carboxamide (compd. No. 13). The methyl 4-aminothiophene-3-carboxylate is produced using known procedures in the prior art (33, 34, 35). Thus addition of methyl acrylate to methyl thioglycolate provided methyl 3-[(methoxycar... Starting materials: C(C1=CC=CC=C1)OC1=NC=CC(=C1[N+](=O)[O-])C1=C(C=C(C=C1)Cl)Cl (2-Benzyloxy-4-(2,4-dichloro-phenyl)-3-nitro-pyridine). Run in C(=O)(C(F)(F)F)O (TFA). Reaction conditions: time 4 hour. The product is ClC1=C(C=CC(=C1)Cl)C1=C(C(NC=C1)=O)[N+](=O)[O-] (4-(2,4-dichloro-phenyl)-3-nitro-1H-pyridin-2-one). Isolated yield 22.8%. Reaction SMILES: C([O:8][C:9]1[C:14]([N+:15]([O-:17])=[O:16])=[C:13]([C:18]2[CH:23]=[CH:22][C:21]([Cl:24])=[CH:20][C:19]=2[Cl:25])[CH:12]=[CH:11][N:10]=1)C1C=CC=CC=1>C(O)(C(F)(F)F)=O>[Cl:25][C:19]1[CH:20]=[C:21]([Cl:24])[CH:22]=[CH:23][C:18]=1[C:13]1[CH:12]=[CH:11][NH:10][C:9](=[O:8])[C:14]=1[N+:15]([O-:17])=[O:16]. Reported procedure: 2-Benzyloxy-4-(2,4-dichloro-phenyl)-3-nitro-pyridine (5.79 g, 15.4 mmol) was dissolved in TFA (20 mL) and stirred at room temperature for 4 h. The reaction mixture was concentrated and washed with 20% EtOAc/Hexane, and concentrated in vacuo to yield 1.0 g (23%) of 4-(2,4-dichloro-phenyl)-3-nitro-1H-pyridin-2-one as a solid: crude MS (AP) m/z 285.1 [(M+H)+, 100].